From a dataset of the Open Reaction Database (ORD), a public repository of structured organic reaction records. describe an organic reaction: reactants, conditions, products, and yield The reactants are O1C[C@@H](CC1)NC1=C2N=CN(C2=NC=N1)[C@H]1[C@@H]([C@@H]([C@H](O1)CNC(=O)NC)O)O (N-[(5-{6-[((3R)oxolan-3-yl)amino]purin-9-yl}(3S,2R,4R,5R)-3,4-dihydroxyoxolan-2-yl)methyl](methylamino)carboxamide), C1(CCCC1)N=C=S (cyclopentyl isothiocyanate), CN=C=O (methyl isocyanate), O1C[C@@H](CC1)NC1=C2N=CN(C2=NC=N1)[C@H]1[C@@H]([C@@H]([C@H](O1)CNC(=O)NC)O)O (N-[(5-{6-[((3R)oxolan-3-yl)amino]purin-9-yl}(3S,2R,4R,5R)-3,4-dihydroxyoxolan-2-yl)methyl](methylamino)carboxamide), CN=C=S (methyl isothiocyanate), CN=C=O (methyl isocyanate). Product: O1C[C@@H](CC1)NC1=C2N=CN(C2=NC=N1)[C@@H]1O[C@@H]([C@H]([C@H]1O)O)CNC(=S)NC (2-{6-[((3R)oxolan-3-yl)amino]purin-9-yl}(4S,2R,3R,5R)-5-({[(methylamino)thioxomethyl]amino}methyl)oxolane-3,4-diol), O1C[C@@H](CC1)NC1=C2N=CN(C2=NC=N1)[C@@H]1O[C@@H]([C@H]([C@H]1O)O)CNC(=S)NC1CCCC1 (2-{6-[((3R)oxolan-3-yl)amino]purin-9-yl}(4S,2R,3R,5R)-5-({[(cyclopentylamino)thioxomethyl]amino}methyl)oxolane-3,4-diol). Reaction SMILES: [O:1]1[CH2:5][CH2:4][C@@H:3]([NH:6][C:7]2[N:15]=[CH:14][N:13]=[C:12]3[C:8]=2[N:9]=[CH:10][N:11]3[C@@H:16]2[O:20][C@H:19]([CH2:21][NH:22][C:23]([NH:25][CH3:26])=O)[C@@H:18]([OH:27])[C@H:17]2[OH:28])[CH2:2]1.CN=C=[S:32].CN=C=O.[CH:37]1([N:42]=[C:43]=[S:44])[CH2:41][CH2:40][CH2:39][CH2:38]1>>[O:1]1[CH2:5][CH2:4][C@@H:3]([NH:6][C:7]2[N:15]=[CH:14][N:13]=[C:12]3[C:8]=2[N:9]=[CH:10][N:11]3[C@H:16]2[C@H:17]([OH:28])[C@H:18]([OH:27])[C@@H:19]([CH2:21][NH:22][C:23]([NH:25][CH3:26])=[S:32])[O:20]2)[CH2:2]1.[O:1]1[CH2:5][CH2:4][C@@H:3]([NH:6][C:7]2[N:15]=[CH:14][N:13]=[C:12]3[C:8]=2[N:9]=[CH:10][N:11]3[C@H:16]2[C@H:17]([OH:28])[C@H:18]([OH:27])[C@@H:19]([CH2:21][NH:22][C:43]([NH:42][CH:37]3[CH2:41][CH2:40][CH2:39][CH2:38]3)=[S:44])[O:20]2)[CH2:2]1. Reported procedure: Compound 77 was prepared in the manner of compound 24 substituting methyl isothiocyanate for methyl isocyanate and refluxing for 16 h [MS 410.3 (M+1)]. 2-{6-[((3R)oxolan-3-yl)amino]purin-9-yl}(4S,2R,3R,5R)-5-({[(cyclopentylamino)thioxomethyl]amino}methyl)oxolane-3,4-diol (78) Compound 78 was prepared in the manner of compound 24 substituting cyclopentyl isothiocyanate for methyl isocyanate and refluxing for 16 h [MS 464.3 (M+1)]. The reactants are COc1ccc(Br)c(OC)c1, C1CCOC1, [Cl-], O=C1Nc2ccc(Cl)cc2C1=O, [Mg], [NH4+]. RXN SMILES: [Br:2][c:3]1[c:4]([O:11][CH3:12])[cH:5][c:6]([O:9][CH3:10])[cH:7][cH:8]1.[CH2:27]1[O:28][CH2:29][CH2:30][CH2:31]1.[Cl-:25].[Cl:13][c:14]1[cH:15][c:16]2[c:17]([cH:18][cH:19]1)[NH:20][C:21](=[O:22])[C:23]2=[O:24].[Mg:1].[NH4+:26]>>[Br-:2].[Mg+:1][c:3]1[c:4]([O:11][CH3:12])[cH:5][c:6]([O:9][CH3:10])[cH:7][cH:8]1. Product: [Br-], COc1ccc([Mg+])c(OC)c1. Reactants: NC=1C(N(C(N(C1N)CC)=O)CC)=O (5,6-diamino-1,3-diethyluracil), BrC=1C=C(C=CC(=O)O)C=CC1 (3-bromocinnamic acid). Product: BrC=1C=C(/C=C/C2=NC=3N(C(N(C(C3N2)=O)CC)=O)CC)C=CC1 ((E)-8-(3-Bromostyryl)-1,3-diethylxanthine). Isolated yield 51.1%. As a reaction SMILES: [NH2:1][C:2]1[C:3](=[O:14])[N:4]([CH2:12][CH3:13])[C:5](=[O:11])[N:6]([CH2:9][CH3:10])[C:7]=1[NH2:8].[Br:15][C:16]1[CH:17]=[C:18]([CH:24]=[CH:25][CH:26]=1)[CH:19]=[CH:20][C:21](O)=O>>[Br:15][C:16]1[CH:17]=[C:18]([CH:24]=[CH:25][CH:26]=1)/[CH:19]=[CH:20]/[C:21]1[NH:1][C:2]2[C:3](=[O:14])[N:4]([CH2:12][CH3:13])[C:5](=[O:11])[N:6]([CH2:9][CH3:10])[C:7]=2[N:8]=1. Procedure: Substantially the same procedure as in Example 7 was repeated using 2.0 g (10.1 mmol) of 5,6-diamino-1,3-diethyluracil and 2.52 g (11.1 mmol) of 3-bromocinnamic acid. Then, the resultant crude crystals were recrystallized from tetrahydrofuran/water to give 2.01 g (yield 37%) of Compound 154 as pale green plates. Reactants: NC=1N=CC2=C(N1)N=C(C(=C2)C2=C(C=CC=C2Cl)Cl)N (2,7-diamino-6-(2,6-dichlorophenyl)-pyrido[2,3-d]pyrimidine), [H-].[Na+] (sodium hydride), C(CC)S(=O)(=O)Cl (Propanesulfonyl chloride). Solvent: CN(C)C=O (DMF). Run at time 1 hour. The product is NC=1N=CC2=C(N1)N=C(C(=C2)C2=C(C=CC=C2Cl)Cl)NS(=O)(=O)CCC (Propane-1-sulfonic acid [2-amino-6-(2,6-dichlorophenyl)-pyrido[2,3-d]pyrimidin-7-yl]-amide). Reaction SMILES: [NH2:1][C:2]1[N:3]=[CH:4][C:5]2[CH:11]=[C:10]([C:12]3[C:17]([Cl:18])=[CH:16][CH:15]=[CH:14][C:13]=3[Cl:19])[C:9]([NH2:20])=[N:8][C:6]=2[N:7]=1.[H-].[Na+].[CH2:23]([S:26](Cl)(=[O:28])=[O:27])[CH2:24][CH3:25]>CN(C=O)C>[NH2:1][C:2]1[N:3]=[CH:4][C:5]2[CH:11]=[C:10]([C:12]3[C:17]([Cl:18])=[CH:16][CH:15]=[CH:14][C:13]=3[Cl:19])[C:9]([NH:20][S:26]([CH2:23][CH2:24][CH3:25])(=[O:28])=[O:27])=[N:8][C:6]=2[N:7]=1 |f:1.2|. Procedure details: To a slurry of 1.00 g of 2,7-diamino-6-(2,6-dichlorophenyl)-pyrido[2,3-d]pyrimidine from Example 1 in 15 mL of DMF was added 0.15 g sodium hydride (60% in mineral oil) portionwise and the mixture stirred for 1 hour. Propanesulfonyl chloride (0.39 mL) is added dropwise, and the reaction mixture stirred at ambient temperature for 16 hours. The reaction mixture is filtered to remove a small amount of insoluble material and the filtrate evaporated in vacuo. The product is purified by medium pressure... Starting materials: ethyl, BrC=1C=C2CCC(C2=CC1)=C(C(=O)[O-])C#N ((5-bromo-2,3-dihydro-1H-inden-1-ylidene)(cyano)ethanoate), [C-]#N.[K+] (KCN). Solvent: C(C)O (ethanol), O (water). Reaction conditions: temperature 65 celsius, time 20 hour. Yields the product BrC=1C=C2CCC(C2=CC1)(C#N)CC#N (5-bromo-1-(cyanomethyl)-2,3-dihydro-1H-indene-1-carbonitrile). Isolated yield 70.6%. Reaction SMILES: [Br:1][C:2]1[CH:3]=[C:4]2[C:8](=[CH:9][CH:10]=1)[C:7](=[C:11]([C:15]#[N:16])C([O-])=O)[CH2:6][CH2:5]2.[C-:17]#[N:18].[K+]>C(O)C.O>[Br:1][C:2]1[CH:3]=[C:4]2[C:8](=[CH:9][CH:10]=1)[C:7]([CH2:11][C:15]#[N:16])([C:17]#[N:18])[CH2:6][CH2:5]2 |f:1.2|. Reported procedure: To a solution of ethyl (2E/Z))-(5-bromo-2,3-dihydro-1H-inden-1-ylidene)(cyano)ethanoate (Prep1, 3.1 g, 10.15 mmol) in ethanol (23 mL) a solution of KCN (1.65 g, 2.5 eq) in water (6 mL) was added and the reaction mixture was warmed to 65° C. and stirred for ˜16-24 h. Then the solvent was removed under reduced pressure, the crude was treated with ether and water. Crystallization from ethanol gave the title compound (1.87 g, y=70%). Reactants: [BH4-], CO, O=C1CCCc2c1cccc2-c1ccc2nc(-c3ccc(Cl)cc3)cn2c1, [Na+]. Product: OC1CCCc2c(-c3ccc4nc(-c5ccc(Cl)cc5)cn4c3)cccc21. RXN SMILES: [BH4-:1].[CH3:30][OH:31].[Cl:3][c:4]1[cH:5][cH:6][c:7](-[c:10]2[n:11][c:12]3[n:13]([cH:14][c:15](-[c:18]4[c:19]5[c:24]([cH:25][cH:26][cH:27]4)[C:23](=[O:28])[CH2:22][CH2:21][CH2:20]5)[cH:16][cH:17]3)[cH:29]2)[cH:8][cH:9]1.[Na+:2]>>[Cl:3][c:4]1[cH:5][cH:6][c:7](-[c:10]2[n:11][c:12]3[n:13]([cH:14][c:15](-[c:18]4[c:19]5[c:24]([cH:25][cH:26][cH:27]4)[CH:23]([OH:28])[CH2:22][CH2:21][CH2:20]5)[cH:16][cH:17]3)[cH:29]2)[cH:8][cH:9]1. The reactants are CN(CCc1ccccc1OCc1ccccc1)C(=O)OC(C)(C)C, CCO. The product is CN(CCc1ccccc1O)C(=O)OC(C)(C)C. Reaction SMILES: [C:1]([CH3:2])([CH3:3])([CH3:4])[O:5][C:6]([N:7]([CH3:8])[CH2:9][CH2:10][c:11]1[c:12]([O:17][CH2:18][c:19]2[cH:20][cH:21][cH:22][cH:23][cH:24]2)[cH:13][cH:14][cH:15][cH:16]1)=[O:25].[CH3:26][CH2:27][OH:28]>>[C:1]([CH3:2])([CH3:3])([CH3:4])[O:5][C:6]([N:7]([CH3:8])[CH2:9][CH2:10][c:11]1[c:12]([OH:17])[cH:13][cH:14][cH:15][cH:16]1)=[O:25].